The task is: describe an organic reaction: reactants, conditions, products, and yield. This data is from the Open Reaction Database (ORD), a public repository of structured organic reaction records. The reactants are COc1ccccc1Br, C1CCOC1, [Cl-], O=C1Nc2ccc(Cl)cc2C1=O, [Mg], [NH4+]. The product is [Br-], COc1ccccc1[Mg+]. RXN SMILES: [Br:2][c:3]1[c:4]([O:9][CH3:10])[cH:5][cH:6][cH:7][cH:8]1.[CH2:25]1[O:26][CH2:27][CH2:28][CH2:29]1.[Cl-:23].[Cl:11][c:12]1[cH:13][c:14]2[c:15]([cH:16][cH:17]1)[NH:18][C:19](=[O:20])[C:21]2=[O:22].[Mg:1].[NH4+:24]>>[Br-:2].[Mg+:1][c:3]1[c:4]([O:9][CH3:10])[cH:5][cH:6][cH:7][cH:8]1. Starting materials: CCOC(=O)C (EtOAc), FC([C@@](CNC(=O)C1=NC(=C(C=C1N)C(F)(F)F)Br)(C)O)(F)F (3-amino-6-bromo-5-trifluoromethyl-pyridine-2-carboxylic acid ((S)-3,3,3-trifluoro-2-hydroxy-2-methyl-propyl)-amide), CC#N.O (MeCN Water), FC1=CC=C(C=C1)B(O)O (4-fluorophenylboronic acid), dichloride. The solvent is C(=O)([O-])[O-].[Cs+].[Cs+] (Cs2CO3), C1CCOC1 (THF). Conditions: temperature 160 celsius. The product is FC([C@@](CNC(=O)C1=NC(=C(C=C1N)C(F)(F)F)C1=CC=C(C=C1)F)(C)O)(F)F (3-Amino-6-(4-fluoro-phenyl)-5-trifluoromethyl-pyridine-2-carboxylic acid ((S)-3,3,3-trifluoro-2-hydroxy-2-methyl-propyl)-amide). As a reaction SMILES: [F:1][C:2]([F:23])([F:22])[C@:3]([OH:21])([CH3:20])[CH2:4][NH:5][C:6]([C:8]1[C:13]([NH2:14])=[CH:12][C:11]([C:15]([F:18])([F:17])[F:16])=[C:10](Br)[N:9]=1)=[O:7].[F:24][C:25]1[CH:30]=[CH:29][C:28](B(O)O)=[CH:27][CH:26]=1.CC#N.O.CCOC(C)=O>C1COCC1.C([O-])([O-])=O.[Cs+].[Cs+]>[F:1][C:2]([F:23])([F:22])[C@:3]([OH:21])([CH3:20])[CH2:4][NH:5][C:6]([C:8]1[C:13]([NH2:14])=[CH:12][C:11]([C:15]([F:18])([F:17])[F:16])=[C:10]([C:28]2[CH:29]=[CH:30][C:25]([F:24])=[CH:26][CH:27]=2)[N:9]=1)=[O:7] |f:2.3,6.7.8|. Reported procedure: A mixture comprising 3-amino-6-bromo-5-trifluoromethyl-pyridine-2-carboxylic acid ((S)-3,3,3-trifluoro-2-hydroxy-2-methyl-propyl)-amide (Ex. 3)(100 mg, 0.244 mmol), 4-fluorophenylboronic acid (37.5 mg, 0.268 mmol) and 1,1′ bis(diphenylphosphoshio) ferrocenepalladium dichloride (19.90 mg, 0.024 mmol) was suspended in THF (2 ml) and 1M Cs2CO3 (0.667 ml). The vial was flushed with N2, sealed and heated at 160° C. using microwave radiation for 15 minutes. The mixture was partitioned between EtOAc (5... The reactants are C(C(C)C)(=O)OCC (Ethyl isobutyrate), ClCC1=COC=C1 (3-(chloromethyl)furan). Run in C(Cl)Cl (CH2Cl2). Product: C(C)OC(C(CC1=COC=C1)(C)C)=O (3-Furan-3-yl-2,2-dimethylpropionic acid ethyl ester). Isolated yield 82.0%. Reaction SMILES: [C:1]([O:6][CH2:7][CH3:8])(=[O:5])[CH:2]([CH3:4])[CH3:3].Cl[CH2:10][C:11]1[CH:15]=[CH:14][O:13][CH:12]=1>C(Cl)Cl>[CH2:7]([O:6][C:1](=[O:5])[C:2]([CH3:4])([CH3:3])[CH2:10][C:11]1[CH:15]=[CH:14][O:13][CH:12]=1)[CH3:8]. Procedure details: Ethyl isobutyrate (10.7 mL, 80.1 mmol) is alkylated with 3-(chloromethyl)furan according to general procedure F to give the product as a yellow liquid (12.91 g, 82%) after FC (CH2Cl2) . 1H NMR (CDCl3) 7.32 (s, 1), 7.20 (s, 1), 6.20 (s, 1), 4.12 (t, 2, J=7.4), 2.66 (s, 2), 1.25 (t, 3, J=7.4), 1.18 (s, 6); 13C NMR (CDCl3) 177.56, 142.36, 140.54, 120.78, 112.76, 60.39, 42.85, 35.43, 24.96, 14.13; MS (MW=196.3, CI/CH4, eE=70 eV) m/z 197 (M+H)+, 195, 161, 151, 123 (base peak), 109, 81. The product is CC(C(=O)O)c1cc(Cl)cc(Br)c1. Reaction SMILES: [CH2:1]([CH3:2])[O:3][C:4]([CH:5]([CH3:6])[c:7]1[cH:8][c:9]([Br:14])[cH:10][c:11]([Cl:13])[cH:12]1)=[O:15].[CH2:22]1[O:23][CH2:24][CH2:25][CH2:26]1.[CH3:16][OH:17].[ClH:20].[Li+:19].[OH-:18].[OH2:21]>>[O:3]=[C:4]([CH:5]([CH3:6])[c:7]1[cH:8][c:9]([Br:14])[cH:10][c:11]([Cl:13])[cH:12]1)[OH:15]. Starting materials: CCOC(=O)C(C)c1cc(Cl)cc(Br)c1, C1CCOC1, CO, Cl, [Li+], [OH-], O. Starting materials: CCOC(C)=O, CCCCCC, Cc1ccccc1C=Cc1c(C(C)C)nc(C(C)C)c(CO)c1-c1ccc(F)cc1. Product: Cc1ccccc1CCc1c(C(C)C)nc(C(C)C)c(CO)c1-c1ccc(F)cc1. Reaction SMILES: [C:37]([O:38][CH2:39][CH3:40])(=[O:41])[CH3:42].[CH3:31][CH2:32][CH2:33][CH2:34][CH2:35][CH3:36].[CH:1]([CH3:2])([CH3:3])[c:4]1[n:5][c:6]([CH:28]([CH3:29])[CH3:30])[c:7]([CH:19]=[CH:20][c:21]2[c:22]([CH3:27])[cH:23][cH:24][cH:25][cH:26]2)[c:8](-[c:12]2[cH:13][cH:14][c:15]([F:18])[cH:16][cH:17]2)[c:9]1[CH2:10][OH:11]>>[CH:1]([CH3:2])([CH3:3])[c:4]1[n:5][c:6]([CH:28]([CH3:29])[CH3:30])[c:7]([CH2:19][CH2:20][c:21]2[c:22]([CH3:27])[cH:23][cH:24][cH:25][cH:26]2)[c:8](-[c:12]2[cH:13][cH:14][c:15]([F:18])[cH:16][cH:17]2)[c:9]1[CH2:10][OH:11]. Starting materials: CC(C(F)(F)F)(C(F)F)C(F)(F)Cl (CH3C(CF3)(CF2H)CF2Cl), ClC(=CC)Cl (1,1-dichloropropene), FC(F)(F)I (trifluoromethyl iodide). The product is ClC(C(C)C(F)(F)F)(I)Cl (1,1-dichloro-1-iodo-2-trifluoromethylpropane). Reaction SMILES: CC(C(Cl)(F)F)(C(F)F)[C:3]([F:6])([F:5])[F:4].[Cl:14][C:15]([Cl:18])=[CH:16][CH3:17].FC([I:23])(F)F>>[Cl:14][C:15]([Cl:18])([I:23])[CH:16]([C:3]([F:6])([F:5])[F:4])[CH3:17]. Reported procedure: CH3C(CF3)(CF2H)CF2Cl (HCFC-3571mps) may be prepared as follows. Commercially available 1,1-dichloropropene may be reacted with commercially available trifluoromethyl iodide to form 1,1-dichloro-1-iodo-2-trifluoromethylpropane which may be dehydrohalogenated to form 1,1-dichloro-2-trifluoromethyl-1-propene. The 1,1-dichloro-2-trifluoromethyl-1-propene may be hydrogenated to form 1,1-dichloro-2-trifluoromethylpropane which may be fluorinated to form l,1-difluoro-2-trifluoromethylpropane. The 1,1-d...